describe an organic reaction: reactants, conditions, products, and yield From a dataset of the Open Reaction Database (ORD), a public repository of structured organic reaction records. The reactants are COC(CN)OC, Cl, C1CCOC1, CCOC(=N)Cc1cccs1. The product is Cl, COC(CNC(=N)Cc1cccs1)OC. Reaction SMILES: [CH3:13][O:14][CH:15]([CH2:16][NH2:17])[O:18][CH3:19].[ClH:1].[O:20]1[CH2:21][CH2:22][CH2:23][CH2:24]1.[s:2]1[c:3]([CH2:7][C:8]([O:9][CH2:10][CH3:11])=[NH:12])[cH:4][cH:5][cH:6]1>>[ClH:1].[s:2]1[c:3]([CH2:7][C:8](=[NH:12])[NH:17][CH2:16][CH:15]([O:14][CH3:13])[O:18][CH3:19])[cH:4][cH:5][cH:6]1.